From a dataset of the Open Reaction Database (ORD), a public repository of structured organic reaction records. describe an organic reaction: reactants, conditions, products, and yield Starting materials: ClC1=C(C(=NC2=CC(=CC=C12)F)C1=C(C=CC(=C1)[N+](=O)[O-])F)C (4-chloro-7-fluoro-2-(2-fluoro-5-nitrophenyl)-3-methylquinoline), O1CCN(CC1)C=1C=C(C=NC1)N (5-morpholinopyridin-3-amine). Run in C1(=CC=CC=C1)C (toluene). Product: FC1=CC=C2C(=C(C(=NC2=C1)C1=C(C=CC(=C1)[N+](=O)[O-])F)C)NC=1C=NC=C(C1)N1CCOCC1 (7-fluoro-2-(2-fluoro-5-nitrophenyl)-3-methyl-N-(5-morpholinopyridin-3-yl)quinolin-4-amine). Reaction SMILES: Cl[C:2]1[C:11]2[C:6](=[CH:7][C:8]([F:12])=[CH:9][CH:10]=2)[N:5]=[C:4]([C:13]2[CH:18]=[C:17]([N+:19]([O-:21])=[O:20])[CH:16]=[CH:15][C:14]=2[F:22])[C:3]=1[CH3:23].[O:24]1[CH2:29][CH2:28][N:27]([C:30]2[CH:31]=[C:32]([NH2:36])[CH:33]=[N:34][CH:35]=2)[CH2:26][CH2:25]1>C1(C)C=CC=CC=1>[F:12][C:8]1[CH:7]=[C:6]2[C:11]([C:2]([NH:36][C:32]3[CH:33]=[N:34][CH:35]=[C:30]([N:27]4[CH2:28][CH2:29][O:24][CH2:25][CH2:26]4)[CH:31]=3)=[C:3]([CH3:23])[C:4]([C:13]3[CH:18]=[C:17]([N+:19]([O-:21])=[O:20])[CH:16]=[CH:15][C:14]=3[F:22])=[N:5]2)=[CH:10][CH:9]=1. Reported procedure: Essentially prepared according to Procedure H using 4-chloro-7-fluoro-2-(2-fluoro-5-nitrophenyl)-3-methylquinoline (26.0 mg, 0.078 mmol) and 5-morpholinopyridin-3-amine in toluene to give 7-fluoro-2-(2-fluoro-5-nitrophenyl)-3-methyl-N-(5-morpholinopyridin-3-yl)quinolin-4-amine. 1H NMR (CDCl3) δ ppm 8.58 (1H, dd, J=6.2, 2.8 Hz), 8.39 (1H, ddd, J=9.1, 4.4, 2.9 Hz), 8.11 (1H, br. s.), 8.03 (1H, dd, J=9.4, 5.9 Hz), 7.78 (2H, dd, J=9.8, 2.5 Hz), 7.64 (1H, br. s.), 7.29-7.42 (2H, m), 6.44 (1H, t, J=2.... The reactants are [BH4-].[Na+] (Sodium borohydride), CCOC(=O)C1CCCCC1=O (Ethyl cyclohexanone-2-carboxylate), S(O)(O)(=O)=O (sulphuric acid). The solvent is C(C)O (ethanol), C(C)O (ethanol). Conditions: temperature 0 celsius, time 2 hour. Product: O[C@H]1[C@@H](CCCC1)C(=O)OCC (trans-ethyl 2-hydroxycyclohexanecarboxylate). Isolated yield 11.6%. As a reaction SMILES: [CH3:1][CH2:2][O:3][C:4]([CH:6]1[C:11](=[O:12])[CH2:10][CH2:9][CH2:8][CH2:7]1)=[O:5].[BH4-].[Na+].S(=O)(=O)(O)O>C(O)C>[OH:12][C@@H:11]1[CH2:10][CH2:9][CH2:8][CH2:7][C@H:6]1[C:4]([O:3][CH2:2][CH3:1])=[O:5] |f:1.2|. Procedure: Ethyl cyclohexanone-2-carboxylate (85.0 g, 0.5 mole) was dissolved in ethanol (200 ml) and the solution cooled to 0° C. Sodium borohydride (13.2 g, 0.35 mole) suspended in ethanol (80 ml) was added in small portions whilst the temperature was maintained at below 0° C. After stirring for 2 hours at 0° C. the reaction mixture was made faintly acid by the addition of 50% sulphuric acid and filtered. The filtrate was concentrated in vacuo, taken up in ether and washed with sodium bicarbonate solutio... Starting materials: FC1=C(C=CC=C1)NC(NC1=CC=C(C=C1)C=1C=C2CN(C(C2=CC1)=O)[C@H](C(=O)O)C(C)C)=S ((S)-2-(5-(4-(3-(2-Fluorophenyl)thioureido)phenyl)-1-oxoisoindolin-2-yl)-3-methylbutanoic acid), CC([C@@H](C(=O)OC)N1C(C2=CC=C(C=C2C1)C1=CC=C(C=C1)NC(=S)NC1=C(C=CC=C1)C(F)(F)F)=O)C ((S)-Methyl 3-methyl-2-(1-oxo-5-(4-(3-(2-(trifluoromethyl)phenyl)thioureido)phenyl)isoindolin-2-yl)butanoate). The product is CC([C@@H](C(=O)O)N1C(C2=CC=C(C=C2C1)C1=CC=C(C=C1)NC(=S)NC1=C(C=CC=C1)C(F)(F)F)=O)C ((S)-3-Methyl-2-(1-oxo-5-(4-(3-(2-(trifluoromethyl)phenyl)thioureido)phenyl)isoindolin-2-yl)butanoic acid). Yield: 91.0%. Reaction SMILES: FC1C=CC=CC=1NC(=S)NC1C=CC(C2C=C3C(=CC=2)C(=O)N([C@@H](C(C)C)C(O)=O)C3)=CC=1.[CH3:35][CH:36]([CH3:72])[C@H:37]([N:42]1[CH2:50][C:49]2[C:44](=[CH:45][CH:46]=[C:47]([C:51]3[CH:56]=[CH:55][C:54]([NH:57][C:58]([NH:60][C:61]4[CH:66]=[CH:65][CH:64]=[CH:63][C:62]=4[C:67]([F:70])([F:69])[F:68])=[S:59])=[CH:53][CH:52]=3)[CH:48]=2)[C:43]1=[O:71])[C:38]([O:40]C)=[O:39]>>[CH3:35][CH:36]([CH3:72])[C@H:37]([N:42]1[CH2:50][C:49]2[C:44](=[CH:45][CH:46]=[C:47]([C:51]3[CH:52]=[CH:53][C:54]([NH:57][C:58]([NH:60][C:61]4[CH:66]=[CH:65][CH:64]=[CH:63][C:62]=4[C:67]([F:69])([F:70])[F:68])=[S:59])=[CH:55][CH:56]=3)[CH:48]=2)[C:43]1=[O:71])[C:38]([OH:40])=[O:39]. Reported procedure: The compound of example 271 was prepared analogous to compound of example 257 by hydrolysis of compound of example 270.